From a dataset of the Open Reaction Database (ORD), a public repository of structured organic reaction records. describe an organic reaction: reactants, conditions, products, and yield The reactants are Cc1c[nH]c2c1C(=O)CC(C)(C)C2, Nc1ncnc2cc(F)cnc12, [H-], [Na+], CN(C)C=O. Yields the product Cc1cn(-c2cnc3c(N)ncnc3c2)c2c1C(=O)CC(C)(C)C2. Reaction SMILES: [CH3:1][c:2]1[cH:3][nH:4][c:5]2[c:10]1[C:9](=[O:11])[CH2:8][C:7]([CH3:12])([CH3:13])[CH2:6]2.[F:16][c:17]1[cH:18][c:19]2[n:20][cH:21][n:22][c:23]([NH2:27])[c:24]2[n:25][cH:26]1.[H-:14].[Na+:15].[O:28]=[CH:29][N:30]([CH3:31])[CH3:32]>>[CH3:1][c:2]1[cH:3][n:4](-[c:17]2[cH:18][c:19]3[n:20][cH:21][n:22][c:23]([NH2:27])[c:24]3[n:25][cH:26]2)[c:5]2[c:10]1[C:9](=[O:11])[CH2:8][C:7]([CH3:12])([CH3:13])[CH2:6]2. Reactants: CC#N, O=C(O)C(F)(F)F, [Li+], CCOC(=O)C(CNC(=O)CCC(=O)Nc1ccc(C=NN)cc1)c1c(F)c(F)c(F)c(F)c1F, [OH-], O. Product: NN=Cc1ccc(NC(=O)CCC(=O)NCC(C(=O)O)c2c(F)c(F)c(F)c(F)c2F)cc1. RXN SMILES: [C:45](#[N:46])[CH3:47].[F:38][C:39]([F:40])([F:41])[C:42]([OH:43])=[O:44].[Li+:36].[NH2:1][N:2]=[CH:3][c:4]1[cH:5][cH:6][c:7]([NH:10][C:11]([CH2:12][CH2:13][C:14](=[O:15])[NH:16][CH2:17][CH:18]([C:19](=[O:20])[O:21][CH2:22][CH3:23])[c:24]2[c:25]([F:34])[c:26]([F:33])[c:27]([F:32])[c:28]([F:31])[c:29]2[F:30])=[O:35])[cH:8][cH:9]1.[OH-:37].[OH2:48]>>[NH2:1][N:2]=[CH:3][c:4]1[cH:5][cH:6][c:7]([NH:10][C:11]([CH2:12][CH2:13][C:14](=[O:15])[NH:16][CH2:17][CH:18]([C:19](=[O:20])[OH:21])[c:24]2[c:25]([F:34])[c:26]([F:33])[c:27]([F:32])[c:28]([F:31])[c:29]2[F:30])=[O:35])[cH:8][cH:9]1. Reactants: BrC1=C2CCC(C2=CC=C1)=O (4-bromo-2,3-dihydro-1H-inden-1-one), CN(C)C=O (DMF). Reagents/catalysts: [C-]#N.[C-]#N.[Zn+2] (Zn(CN)2), C=1C=CC(=CC1)[P](C=2C=CC=CC2)(C=3C=CC=CC3)[Pd]([P](C=4C=CC=CC4)(C=5C=CC=CC5)C=6C=CC=CC6)([P](C=7C=CC=CC7)(C=8C=CC=CC8)C=9C=CC=CC9)[P](C=1C=CC=CC1)(C=1C=CC=CC1)C=1C=CC=CC1 (Pd(PPh3)4). Conditions: temperature 165 celsius, time 1 hour. The product is O=C1CCC=2C(=CC=CC12)C#N (1-oxo-2,3-dihydro-1H-indene-4-carbonitrile). Reaction SMILES: Br[C:2]1[CH:10]=[CH:9][CH:8]=[C:7]2[C:3]=1[CH2:4][CH2:5][C:6]2=[O:11].[CH3:12][N:13](C=O)C>[C-]#N.[C-]#N.[Zn+2].C1C=CC([P]([Pd]([P](C2C=CC=CC=2)(C2C=CC=CC=2)C2C=CC=CC=2)([P](C2C=CC=CC=2)(C2C=CC=CC=2)C2C=CC=CC=2)[P](C2C=CC=CC=2)(C2C=CC=CC=2)C2C=CC=CC=2)(C2C=CC=CC=2)C2C=CC=CC=2)=CC=1>[O:11]=[C:6]1[C:7]2[CH:8]=[CH:9][CH:10]=[C:2]([C:12]#[N:13])[C:3]=2[CH2:4][CH2:5]1 |f:2.3.4,^1:25,27,46,65|. Reported procedure: To a solution of 4-bromo-2,3-dihydro-1H-inden-1-one (1.00 g, 4.74 mmol) in 5 mL of DMF was added Zn(CN)2 (556 mg, 4.74 mmol) and Pd(PPh3)4 (77 mg, 0.14 mmol), and the reaction mixture was stirred under microwave irradiation for 1 h at 165° C. The solvent was removed in vacuum to afford the crude compound, which was purified via column chromatography to afford 1-oxo-2,3-dihydro-1H-indene-4-carbonitrile. Reaction SMILES: [O:1]1[CH2:6][CH2:5][NH:4][C:3]2[CH:7]=[N:8][CH:9]=[CH:10][C:2]1=2.[Br:11][C:12]1[CH:13]=[C:14]([CH:18]=[CH:19][C:20]=1[O:21][CH3:22])[C:15](O)=[O:16].P(Cl)(Cl)(Cl)=O.C(=O)([O-])O.[Na+]>>[Br:11][C:12]1[CH:13]=[C:14]([C:15]([N:4]2[CH2:5][CH2:6][O:1][C:2]3[CH:10]=[CH:9][N:8]=[CH:7][C:3]2=3)=[O:16])[CH:18]=[CH:19][C:20]=1[O:21][CH3:22] |f:3.4|. Reaction conditions: temperature 100 celsius, time 12 hour. Procedure details: To a mixture of 3,4-dihydro-2H-pyrido[4,3-b][1,4]oxazine (50 mg, 0.37 mmol) and 3-bromo-4-methoxy-benzoic acid (102 mg, 0.44 mmol), phosphorus oxychloride (2 ml) was added and stirred at 100° C. for 12 hours. The reaction mixture was cooled to 0° C., neutralized with saturated solution of sodium hydrogen carbonate to pH of 8-9 and extracted with ethyl acetate. Product: BrC=1C=C(C=CC1OC)C(=O)N1C2=C(OCC1)C=CN=C2 ((3-bromo-4-methoxy-phenyl)-(2,3-dihydro-pyrido[4,3-b][1,4]oxazin-4-yl)-methanone). The reactants are O1C2=C(NCC1)C=NC=C2 (3,4-dihydro-2H-pyrido[4,3-b][1,4]oxazine), BrC=1C=C(C(=O)O)C=CC1OC (3-bromo-4-methoxy-benzoic acid), P(=O)(Cl)(Cl)Cl (phosphorus oxychloride), C(O)([O-])=O.[Na+] (sodium hydrogen carbonate). Reactants: CCOC(=O)c1c(-c2cccc(Cl)c2Cl)csc1N1C(=O)c2ccccc2C1=O, CO, Cl, [Na+], [OH-], O. Yields the product O=C(O)c1c(-c2cccc(Cl)c2Cl)csc1N1C(=O)c2ccccc2C1=O. RXN SMILES: [CH2:5]([CH3:6])[O:7][C:8](=[O:9])[c:10]1[c:11]([N:23]2[C:24](=[O:33])[c:25]3[cH:26][cH:27][cH:28][cH:29][c:30]3[C:31]2=[O:32])[s:12][cH:13][c:14]1-[c:15]1[c:16]([Cl:22])[c:17]([Cl:21])[cH:18][cH:19][cH:20]1.[CH3:3][OH:4].[ClH:34].[Na+:2].[OH-:1].[OH2:35]>>[O:7]=[C:8]([OH:9])[c:10]1[c:11]([N:23]2[C:24](=[O:33])[c:25]3[cH:26][cH:27][cH:28][cH:29][c:30]3[C:31]2=[O:32])[s:12][cH:13][c:14]1-[c:15]1[c:16]([Cl:22])[c:17]([Cl:21])[cH:18][cH:19][cH:20]1. The reactants are COc1cnc2[nH]c(C(=CC3CCOCC3)c3ccc(S(C)(=O)=O)cc3)cc2c1, CO. Product: COc1cnc2[nH]c(C(CC3CCOCC3)c3ccc(S(C)(=O)=O)cc3)cc2c1. RXN SMILES: [CH3:1][S:2](=[O:3])(=[O:4])[c:5]1[cH:6][cH:7][c:8]([C:11](=[CH:12][CH:13]2[CH2:14][CH2:15][O:16][CH2:17][CH2:18]2)[c:19]2[cH:20][c:21]3[c:22]([n:23][cH:24][c:25]([O:27][CH3:28])[cH:26]3)[nH:29]2)[cH:9][cH:10]1.[CH3:30][OH:31]>>[CH3:1][S:2](=[O:3])(=[O:4])[c:5]1[cH:6][cH:7][c:8]([CH:11]([CH2:12][CH:13]2[CH2:14][CH2:15][O:16][CH2:17][CH2:18]2)[c:19]2[cH:20][c:21]3[c:22]([n:23][cH:24][c:25]([O:27][CH3:28])[cH:26]3)[nH:29]2)[cH:9][cH:10]1. The reactants are S(O)(O)(=O)=O (sulphuric acid), S1C2=C(C=C1)C(=CC=C2)N2CCN(CC2)CCCOC2=CC=C1CCN(C(C1=C2)=O)C (7-[3-(4-benzo[b]thiophen-4-yl-piperazin-1-yl)propoxy]-2-methyl-3,4-dihydro-2H-isoquinolin-1-one). The solvent is C(C)O (ethanol), ClCCl (dichloromethane). Product: S(=O)(=O)(O)O.S1C2=C(C=C1)C(=CC=C2)N2CCN(CC2)CCCOC2=CC=C1CCN(C(C1=C2)=O)C (7-[3-(4-benzo[b]thiophen-4-yl-piperazin-1-yl)propoxy]-2-methyl-3,4-dihydro-2H-isoquinolin-1-one sulfate). RXN SMILES: [S:1](=[O:5])(=[O:4])([OH:3])[OH:2].[S:6]1[CH:10]=[CH:9][C:8]2[C:11]([N:15]3[CH2:20][CH2:19][N:18]([CH2:21][CH2:22][CH2:23][O:24][C:25]4[CH:34]=[C:33]5[C:28]([CH2:29][CH2:30][N:31]([CH3:36])[C:32]5=[O:35])=[CH:27][CH:26]=4)[CH2:17][CH2:16]3)=[CH:12][CH:13]=[CH:14][C:7]1=2>C(O)C.ClCCl>[S:1]([OH:5])([OH:4])(=[O:3])=[O:2].[S:6]1[CH:10]=[CH:9][C:8]2[C:11]([N:15]3[CH2:16][CH2:17][N:18]([CH2:21][CH2:22][CH2:23][O:24][C:25]4[CH:34]=[C:33]5[C:28]([CH2:29][CH2:30][N:31]([CH3:36])[C:32]5=[O:35])=[CH:27][CH:26]=4)[CH2:19][CH2:20]3)=[CH:12][CH:13]=[CH:14][C:7]1=2 |f:4.5|. Procedure details: Dilute sulphuric acid was added to a solution of 7-[3-(4-benzo[b]thiophen-4-yl-piperazin-1-yl)propoxy]-2-methyl-3,4-dihydro-2H-isoquinolin-1-one in ethanol and dichloromethane and the solvent was evaporated under reduced pressure. The residue was recrystallized from 85% ethanol and thereby 7-[3-(4-benzo[b]thiophen-4-yl-piperazin-1-yl)propoxy]-2-methyl-3,4-dihydro-2H-isoquinolin-1-one sulfate was obtained in the form of a white powder. Reactants: CC(=O)c1ccc2cc(C)ccc2c1, CCOC(=O)CP(=O)(OCC)OCC, C1CCOC1, [H-], [Na+]. Yields the product CCOC(=O)C=C(C)c1ccc2cc(C)ccc2c1. RXN SMILES: [C:1]([CH3:2])(=[O:3])[c:4]1[cH:5][c:6]2[cH:7][cH:8][c:9]([CH3:14])[cH:10][c:11]2[cH:12][cH:13]1.[CH2:17]([O:18][P:19]([O:20][CH2:21][CH3:22])(=[O:23])[CH2:25][C:26](=[O:27])[O:28][CH2:29][CH3:30])[CH3:24].[CH2:31]1[O:32][CH2:33][CH2:34][CH2:35]1.[H-:16].[Na+:15]>>[C:1]([CH3:2])([c:4]1[cH:5][c:6]2[cH:7][cH:8][c:9]([CH3:14])[cH:10][c:11]2[cH:12][cH:13]1)=[CH:25][C:26](=[O:27])[O:28][CH2:29][CH3:30].